From a dataset of the Open Reaction Database (ORD), a public repository of structured organic reaction records. describe an organic reaction: reactants, conditions, products, and yield Starting materials: CCCCC(=O)Cl, CN(C)c1ccccc1, CCOC(C)=O, CCCCCCCCCCCCCCCCCCC(N)(COC(C)=O)COC(C)=O. Product: CCCCCCCCCCCCCCCCCCC(COC(C)=O)(COC(C)=O)NC(=O)CCCC. Reaction SMILES: [C:40]([CH2:41][CH2:42][CH2:43][CH3:44])(=[O:45])[Cl:46].[CH3:31][N:32]([c:33]1[cH:34][cH:35][cH:36][cH:37][cH:38]1)[CH3:39].[CH3:47][CH2:48][O:49][C:50](=[O:51])[CH3:52].[NH2:1][C:2]([CH2:3][O:4][C:5]([CH3:6])=[O:7])([CH2:8][O:9][C:10]([CH3:11])=[O:12])[CH2:13][CH2:14][CH2:15][CH2:16][CH2:17][CH2:18][CH2:19][CH2:20][CH2:21][CH2:22][CH2:23][CH2:24][CH2:25][CH2:26][CH2:27][CH2:28][CH2:29][CH3:30]>>[NH:1]([C:2]([CH2:3][O:4][C:5]([CH3:6])=[O:7])([CH2:8][O:9][C:10]([CH3:11])=[O:12])[CH2:13][CH2:14][CH2:15][CH2:16][CH2:17][CH2:18][CH2:19][CH2:20][CH2:21][CH2:22][CH2:23][CH2:24][CH2:25][CH2:26][CH2:27][CH2:28][CH2:29][CH3:30])[C:40]([CH2:41][CH2:42][CH2:43][CH3:44])=[O:45]. The reactants are CCCCOc1ccc(S(=O)(=O)C2(C(=O)OCC)CCN(Cc3ccc(C)cc3)CC2)cc1, C1CCOC1, CO, [Na+], [OH-]. Yields the product CCCCOc1ccc(S(=O)(=O)C2(C(=O)O)CCN(Cc3ccc(C)cc3)CC2)cc1. Reaction SMILES: [CH2:1]([CH3:2])[O:3][C:4](=[O:5])[C:6]1([S:20](=[O:21])(=[O:22])[c:23]2[cH:24][cH:25][c:26]([O:29][CH2:30][CH2:31][CH2:32][CH3:33])[cH:27][cH:28]2)[CH2:7][CH2:8][N:9]([CH2:12][c:13]2[cH:14][cH:15][c:16]([CH3:19])[cH:17][cH:18]2)[CH2:10][CH2:11]1.[CH2:38]1[O:39][CH2:40][CH2:41][CH2:42]1.[CH3:34][OH:35].[Na+:37].[OH-:36]>>[O:3]=[C:4]([OH:5])[C:6]1([S:20](=[O:21])(=[O:22])[c:23]2[cH:24][cH:25][c:26]([O:29][CH2:30][CH2:31][CH2:32][CH3:33])[cH:27][cH:28]2)[CH2:7][CH2:8][N:9]([CH2:12][c:13]2[cH:14][cH:15][c:16]([CH3:19])[cH:17][cH:18]2)[CH2:10][CH2:11]1. Starting materials: CN(C)CCOc1ccc(N)cc1, Cc1ccccc1, C(=NNc1ccc(Oc2ccccc2)cc1)c1ccccc1, O=C(Cl)Cl. Yields the product CN(C)CCOc1ccc(NC(=O)N(N=Cc2ccccc2)c2ccc(Oc3ccccc3)cc2)cc1. RXN SMILES: [CH3:27][N:28]([CH2:29][CH2:30][O:31][c:32]1[cH:33][cH:34][c:35]([NH2:36])[cH:37][cH:38]1)[CH3:39].[CH3:40][c:41]1[cH:42][cH:43][cH:44][cH:45][cH:46]1.[CH:5]([c:6]1[cH:7][cH:8][cH:9][cH:10][cH:11]1)=[N:12][NH:13][c:14]1[cH:15][cH:16][c:17]([O:20][c:21]2[cH:22][cH:23][cH:24][cH:25][cH:26]2)[cH:18][cH:19]1.[Cl:1][C:2]([Cl:3])=[O:4]>>[C:2](=[O:4])([N:13]([N:12]=[CH:5][c:6]1[cH:7][cH:8][cH:9][cH:10][cH:11]1)[c:14]1[cH:15][cH:16][c:17]([O:20][c:21]2[cH:22][cH:23][cH:24][cH:25][cH:26]2)[cH:18][cH:19]1)[NH:36][c:35]1[cH:34][cH:33][c:32]([O:31][CH2:30][CH2:29][N:28]([CH3:27])[CH3:39])[cH:38][cH:37]1. The reactants are Cl (HCl), COC(=O)C=1N=C(C2=CC(=CC=C2C1O)OC1=CC=CC=C1)C#N (1-cyano-4-hydroxy-7-phenoxy-isoquinoline-3-carboxylic acid methyl ester), NCC1(CC1)C(=O)O (1-aminomethyl-cyclopropanecarboxylic acid), C[O-].[Na+] (NaOMe). Solvent: CO (MeOH), O (water). The product is C(#N)C1=NC(=C(C2=CC=C(C=C12)OC1=CC=CC=C1)O)C(=O)NCC1(CC1)C(=O)O (1-{[(1-Cyano-4-hydroxy-7-phenoxy-isoquinoline-3-carbonyl)-amino]-methyl}-cyclopropanecarboxylic acid). The yield is 25.7%. RXN SMILES: CO[C:3]([C:5]1[N:6]=[C:7]([C:23]#[N:24])[C:8]2[C:13]([C:14]=1[OH:15])=[CH:12][CH:11]=[C:10]([O:16][C:17]1[CH:22]=[CH:21][CH:20]=[CH:19][CH:18]=1)[CH:9]=2)=[O:4].[NH2:25][CH2:26][C:27]1([C:30]([OH:32])=[O:31])[CH2:29][CH2:28]1.C[O-].[Na+].Cl>CO.O>[C:23]([C:7]1[C:8]2[C:13](=[CH:12][CH:11]=[C:10]([O:16][C:17]3[CH:18]=[CH:19][CH:20]=[CH:21][CH:22]=3)[CH:9]=2)[C:14]([OH:15])=[C:5]([C:3]([NH:25][CH2:26][C:27]2([C:30]([OH:32])=[O:31])[CH2:29][CH2:28]2)=[O:4])[N:6]=1)#[N:24] |f:2.3|. Procedure: After a mixture of 1-cyano-4-hydroxy-7-phenoxy-isoquinoline-3-carboxylic acid methyl ester (101 mg, 0.318 mmol), 1-aminomethyl-cyclopropanecarboxylic acid (110 mg, 0.955 mmol, prepared according to literature: Ohno, Mitsuru et al Synlett 1991, 919-920), and NaOMe in MeOH (1.6 mL, 0.5 M solution) was microwaved at 120° C. for 1 h, the reaction mixture was cooled, diluted with water and acidified with 2 M HCl aqueous solution, the resulted solids were collected via filtration, water-washed and air... Reactants: COC(C1=C(C=C(C=C1)Cl)OC1=CC(=CC=C1)C(F)(F)F)=O (4-chloro-2-(3-trifluoromethyl-phenoxy)-benzoic acid methyl ester), Cl (hydrochloride), [BH4-].[Li+] (lithium borohydride), 3-N. The solvent is O1CCCC1 (tetrahydrofuran), O1CCCC1 (tetrahydrofuran). Run at temperature 0 celsius. Product: ClC1=CC(=C(CO)C=C1)OC1=CC(=CC=C1)C(F)(F)F (4-chloro-2-(3-trifluoromethyl-phenoxy)-benzyl alcohol). RXN SMILES: C[O:2][C:3](=O)[C:4]1[CH:9]=[CH:8][C:7]([Cl:10])=[CH:6][C:5]=1[O:11][C:12]1[CH:17]=[CH:16][CH:15]=[C:14]([C:18]([F:21])([F:20])[F:19])[CH:13]=1.[BH4-].[Li+].Cl>O1CCCC1>[Cl:10][C:7]1[CH:8]=[CH:9][C:4]([CH2:3][OH:2])=[C:5]([O:11][C:12]2[CH:17]=[CH:16][CH:15]=[C:14]([C:18]([F:19])([F:20])[F:21])[CH:13]=2)[CH:6]=1 |f:1.2|. Procedure: A solution of 103 g. of 4-chloro-2-(3-trifluoromethyl-phenoxy)-benzoic acid methyl ester in 400 ml. of tetrahydrofuran is added dropwise at reflux over a period of 30 minutes to a solution of 16.2 g. of lithium borohydride in 280 ml. of absolute tetrahydrofuran. The mixture is then cooled to 0° C. and slowly added dropwise to 400 ml. of 3-N aqueous hydrochloride acid. After the addition of 500 ml. of water, the mixture is extracted twice with ether. After evaporation of the ether, there is obtai... The reactants are C1OC=2C=C(C=CC2O1)C=CC(CN1CCOCC1)=O (1-(3,4-methylenedioxyphenyl)-4-morpholino-1-butene-3-one), O (water). Run in CO (methanol). Run at time 8 hour. Yields the product C1OC=2C=C(C=CC2O1)C=CC(CN1CCOCC1)O (1-(3,4-methylenedioxyphenyl)-4-morpholino-1-butene-3-ol). Reaction SMILES: [CH2:1]1[O:9][C:8]2[CH:7]=[CH:6][C:5]([CH:10]=[CH:11][C:12](=[O:20])[CH2:13][N:14]3[CH2:19][CH2:18][O:17][CH2:16][CH2:15]3)=[CH:4][C:3]=2[O:2]1.O>CO>[CH2:1]1[O:9][C:8]2[CH:7]=[CH:6][C:5]([CH:10]=[CH:11][CH:12]([OH:20])[CH2:13][N:14]3[CH2:15][CH2:16][O:17][CH2:18][CH2:19]3)=[CH:4][C:3]=2[O:2]1. Reported procedure: 27.5 g of the ketone (0.1 M) obtained in Example 1 is dissolved in 300 cm3 of methanol and an aqueous solution of KBH4 is added dropwise. The reaction mixture is left overnight and decomposed with water. The product obtained is filtered and recrystallised in ethanol. The reactants are ClC1=CC=CC(=N1)C(CC)O (1-(6-chloropyridin-2-yl)propan-1-ol), C(Br)(Br)(Br)Br (CBr4), C1(=CC=CC=C1)P(C1=CC=CC=C1)C1=CC=CC=C1 (triphenylphosphine). Run in C1CCOC1 (THF). Run at time 2 hour. Yields the product BrC(CC)C1=NC(=CC=C1)Cl (2-(1-bromopropyl)-6-chloropyridine). As a reaction SMILES: [Cl:1][C:2]1[N:7]=[C:6]([CH:8](O)[CH2:9][CH3:10])[CH:5]=[CH:4][CH:3]=1.C(Br)(Br)(Br)[Br:13].C1(P(C2C=CC=CC=2)C2C=CC=CC=2)C=CC=CC=1>C1COCC1>[Br:13][CH:8]([C:6]1[CH:5]=[CH:4][CH:3]=[C:2]([Cl:1])[N:7]=1)[CH2:9][CH3:10]. Reported procedure: A mixture of 1-(6-chloropyridin-2-yl)propan-1-ol (0.497 g, 2.90 mmol), CBr4 (1.2 g, 3.62 mmol) and triphenylphosphine (0.987 g, 3.76 mmol) in 25 mL of THF was stirred at room temperature for 2 h. The solid was filtered off and washed with THF. The filtrate was concentrated and residue was purified by chromatography on silica gel, eluting with 10 to 50% EtOAc/hexane to provide the title compound. Mass Spectrum (ESI) m/z=236 (M+1).